Dataset: the Open Reaction Database (ORD), a public repository of structured organic reaction records. Task: describe an organic reaction: reactants, conditions, products, and yield Starting materials: FC(F)(F)CCBr, N#CC(C#N)Cc1ccc(Br)cc1, CN(C)C=O, [H-], [Na+]. Yields the product N#CC(C#N)(CCC(F)(F)F)Cc1ccc(Br)cc1. As a reaction SMILES: [Br:16][CH2:17][CH2:18][C:19]([F:20])([F:21])[F:22].[Br:1][c:2]1[cH:3][cH:4][c:5]([CH2:6][CH:7]([C:8]#[N:9])[C:10]#[N:11])[cH:12][cH:13]1.[CH3:23][N:24]([CH3:25])[CH:26]=[O:27].[H-:14].[Na+:15]>>[Br:1][c:2]1[cH:3][cH:4][c:5]([CH2:6][C:7]([C:8]#[N:9])([C:10]#[N:11])[CH2:17][CH2:18][C:19]([F:20])([F:21])[F:22])[cH:12][cH:13]1. The reactants are ClC1=CC=CC=C1 (monochlorobenzene), CN(C1=CC=C(C=C1)C1OC(=O)C2=CC(=CC=C12)N(C)C)C (3-(4-dimethylaminophenyl)-6-dimethylaminophthalide), CN1C=CC=C1 (N-methylpyrrole), [Cl-].[Al+3].[Cl-].[Cl-] (aluminum chloride), C(CCl)Cl (ethylene dichloride). Solvent: O (water). Conditions: time 3 hour. The product is CC1=C(C(C2=CC=C(C=C2)N(C)C)C2=C(C(=O)O)C=C(C=C2)N(C)C)C=CC(=C1)N(C)C (2-[2-methyl-4,4'-bis(dimethylamino)benzhydryl]-5-dimethylaminobenzoic acid). Reaction SMILES: Cl[C:2]1[CH:7]=[CH:6][CH:5]=[CH:4][CH:3]=1.[CH3:8][N:9]([CH3:29])[C:10]1[CH:15]=[CH:14][C:13]([CH:16]2[C:25]3[C:20](=[CH:21][C:22]([N:26]([CH3:28])[CH3:27])=[CH:23][CH:24]=3)[C:18](=[O:19])[O:17]2)=[CH:12][CH:11]=1.[CH3:30][N:31]1C=CC=[CH:32]1.[Cl-].[Al+3].[Cl-].[Cl-].[CH2:40](Cl)CCl>O>[CH3:40][C:2]1[CH:7]=[C:6]([N:31]([CH3:32])[CH3:30])[CH:5]=[CH:4][C:3]=1[CH:16]([C:25]1[CH:24]=[CH:23][C:22]([N:26]([CH3:28])[CH3:27])=[CH:21][C:20]=1[C:18]([OH:17])=[O:19])[C:13]1[CH:14]=[CH:15][C:10]([N:9]([CH3:29])[CH3:8])=[CH:11][CH:12]=1 |f:3.4.5.6|. Procedure details: To a stirred mixture of 75.0 ml of monochlorobenzene, 7.4 g of 3-(4-dimethylaminophenyl)-6-dimethylaminophthalide and 2.2 g of N-methylpyrrole maintained at 0°-5° C. by means of an external ice-bath, there was slowly added 6.65 g of anhydrous aluminum chloride. After stirring for approximately three hours, there was slowly added with continued cooling at 0°-5° C., 100 ml of water and 100 ml of ethylene dichloride. The layers were separated and the organic layer extracted with 150 ml of fresh wat... Starting materials: NCC1CN(CCO1)CC1=CC=CC=C1 ((RS)-2-Aminomethyl-4-benzylmorpholine), dibenzoyl-D-tartaric monohydrate. Run in C(C)O (ethanol). Reaction conditions: time 16 hour. The product is NC[C@H]1CN(CCO1)CC1=CC=CC=C1 ((S)-2-aminomethyl-4-benzylmorpholine). Yield: 42.4%. Reaction SMILES: [NH2:1][CH2:2][CH:3]1[O:8][CH2:7][CH2:6][N:5]([CH2:9][C:10]2[CH:15]=[CH:14][CH:13]=[CH:12][CH:11]=2)[CH2:4]1>C(O)C>[NH2:1][CH2:2][C@@H:3]1[O:8][CH2:7][CH2:6][N:5]([CH2:9][C:10]2[CH:15]=[CH:14][CH:13]=[CH:12][CH:11]=2)[CH2:4]1. Procedure details: (RS)-2-Aminomethyl-4-benzylmorpholine (326.1 g) was dissolved in ethanol (3 L) and dibenzoyl-D-tartaric monohydrate (535 g) was added. The mixture was refluxed for dissolution and then left standing at room temperature for 16 hours. The precipitated crystals were collected by filtration and recrystallized from a mixed solvent of ethanol:water=25:1. The obtained crystals were suspended in water (1.2 L) and aqueous sodium hydroxide solution was added with stirring to make the suspension basic, whi... The reactants are C1=CC=CC=C1 (benzene), ClC1=C(C(=CC=C1)Cl)CC(=O)Cl ((2,6-dichlorophenyl)acetyl chloride), acid, C(C(=O)Cl)(=O)Cl (oxalyl chloride), solid, Cl.NC[C@@H]1[C@H](C[C@@H](O1)N1C(=O)NC(=O)C(=C1)CCCl)O (5'-amino-5-(2-chloroethyl)-2',5'-dideoxyuridine hydrochloride). The solvent is O (water), CO (methanol), C(C)O (ethanol), O (water), [OH-].[Na+] (sodium hydroxide). The product is ClCCC=1C(NC(N([C@H]2C[C@H](O)[C@@H](CNC(CC3=C(C=CC=C3Cl)Cl)=O)O2)C1)=O)=O (5-(2-chloroethyl)-5'-[2-(2,6-dichlorophenyl)-acetamido]-2',5'-dideoxyuridine). Reaction SMILES: Cl.[NH2:2][CH2:3][C@H:4]1[O:8][C@@H:7]([N:9]2[CH:16]=[C:15]([CH2:17][CH2:18][Cl:19])[C:13](=[O:14])[NH:12][C:10]2=[O:11])[CH2:6][C@@H:5]1[OH:20].C1C=CC=CC=1.[Cl:27][C:28]1[CH:33]=[CH:32][CH:31]=[C:30]([Cl:34])[C:29]=1[CH2:35][C:36](Cl)=[O:37].C(Cl)(=O)C(Cl)=O>O.[OH-].[Na+].CO.C(O)C>[Cl:19][CH2:18][CH2:17][C:15]1[C:13](=[O:14])[NH:12][C:10](=[O:11])[N:9]([CH:16]=1)[C@@H:7]1[O:8][C@H:4]([CH2:3][NH:2][C:36](=[O:37])[CH2:35][C:29]2[C:28]([Cl:27])=[CH:33][CH:32]=[CH:31][C:30]=2[Cl:34])[C@@H:5]([OH:20])[CH2:6]1 |f:0.1,6.7|. Reported procedure: 0.32 g of 5'-amino-5-(2-chloroethyl)-2',5'-dideoxyuridine hydrochloride were dissolved in a mixture of 5 ml of water and 2.5 ml of 1M sodium hydroxide solution. The mixture was shaken vigorously for 25 minutes with a benzene solution of (2,6-dichlorophenyl)acetyl chloride (prepared from 0.22 g of the acid by treatment with oxalyl chloride). The resulting solid was removed by filtration and washed with water and then with diethyl ether to give 0.29 g of crude product of melting point 248°-249° C.... Starting materials: CC1(COC(=O)[C@@H]1O)C (D-pantolactone), [OH-].[Na+] (sodium hydroxide). The product is [Na+].C([C@H](O)C(C)(C)CO)(=O)[O-] (pantoic acid sodium salt). RXN SMILES: [CH3:1][C:2]1([CH3:9])[C@@H:7]([OH:8])[C:5](=[O:6])[O:4][CH2:3]1.[OH-:10].[Na+:11]>>[Na+:11].[C:5]([O-:10])(=[O:6])[C@@H:7]([C:2]([CH2:3][OH:4])([CH3:9])[CH3:1])[OH:8] |f:1.2,3.4|. Procedure details: 390.5 mg of D-pantolactone was dissolved in 30 ml of a 0.1 N aqueous sodium hydroxide solution and reacted at room temperature for 3 hours to form an aqueous pantoic acid sodium salt solution. Separately, 321 mg of cis-dinitrato-diammine platinum (II) was dissolved in 50 ml of water, and thereto was added the previously prepared aqueous pantoic acid sodium salt solution. After 48-hour reaction at room temperature, water was evaporated away under reduced pressure. Methanol was added to the residu... Starting materials: CCCN(CCC)CC1CCCCN1CCN, CC#N, O=C1Nc2cccnc2N(C(=O)Cl)c2ccccc21. Product: CCCN(CCC)CC1CCCCN1CCNC(=O)N1c2ccccc2C(=O)Nc2cccnc21. As a reaction SMILES: [CH2:20]([CH2:21][CH3:22])[N:23]([CH2:24][CH2:25][CH3:26])[CH2:27][CH:28]1[N:29]([CH2:34][CH2:35][NH2:36])[CH2:30][CH2:31][CH2:32][CH2:33]1.[CH3:37][C:38]#[N:39].[Cl:1][C:2](=[O:3])[N:4]1[c:5]2[c:6]([cH:16][cH:17][cH:18][n:19]2)[NH:7][C:8](=[O:15])[c:9]2[c:10]1[cH:11][cH:12][cH:13][cH:14]2>>[C:2](=[O:3])([N:4]1[c:5]2[c:6]([cH:16][cH:17][cH:18][n:19]2)[NH:7][C:8](=[O:15])[c:9]2[c:10]1[cH:11][cH:12][cH:13][cH:14]2)[NH:36][CH2:35][CH2:34][N:29]1[CH:28]([CH2:27][N:23]([CH2:20][CH2:21][CH3:22])[CH2:24][CH2:25][CH3:26])[CH2:33][CH2:32][CH2:31][CH2:30]1. The reactants are Intermediate 220, FC(C(=O)O)(F)F.C(CCC)NC1=NC(=C2N=C(N=C2N1)OC)N (N2-butyl-8-(methyloxy)-3H-purine-2,6-diamine trifluoroacetate), BrCCCCC1CCOCC1 (4-(4-bromobutyl)tetrahydro-2H-pyran). Yields the product C(CCC)NC1=NC(=C2N=C(N(C2=N1)CCCCC1CCOCC1)OC)N (N2-Butyl-8-(methyloxy)-9-[4-(tetrahydro-2H-pyran-4-yl)butyl]-9H-purine-2,6-diamine). As a reaction SMILES: FC(F)(F)C(O)=O.[CH2:8]([NH:12][C:13]1[NH:21][C:20]2[C:16]([N:17]=[C:18]([O:22][CH3:23])[N:19]=2)=[C:15]([NH2:24])[N:14]=1)[CH2:9][CH2:10][CH3:11].Br[CH2:26][CH2:27][CH2:28][CH2:29][CH:30]1[CH2:35][CH2:34][O:33][CH2:32][CH2:31]1>>[CH2:8]([NH:12][C:13]1[N:21]=[C:20]2[C:16]([N:17]=[C:18]([O:22][CH3:23])[N:19]2[CH2:26][CH2:27][CH2:28][CH2:29][CH:30]2[CH2:35][CH2:34][O:33][CH2:32][CH2:31]2)=[C:15]([NH2:24])[N:14]=1)[CH2:9][CH2:10][CH3:11] |f:0.1|. Procedure details: Prepared similarly to Intermediate 220 from N2-butyl-8-(methyloxy)-3H-purine-2,6-diamine trifluoroacetate and 4-(4-bromobutyl)tetrahydro-2H-pyran.